This data is from the Open Reaction Database (ORD), a public repository of structured organic reaction records. The task is: describe an organic reaction: reactants, conditions, products, and yield The reactants are Cl (hydrochloric acid), C(C)(C)(C)C1=CC=C(CN(C(C(=O)OC)=O)C2=CC=C(C=C2)C2=CC=C(C=C2)OC)C=C1 (methyl N-[4-(tert-butyl)benzyl]-N-(4′-methoxybiphenyl-4-yl)oxamate), CO (methanol), [OH-].[Na+] (sodium hydroxide). The solvent is O1CCCC1 (tetrahydrofuran). Run at time 10 minute. Yields the product C(C)(C)(C)C1=CC=C(CN(C(C(=O)O)=O)C2=CC=C(C=C2)C2=CC=C(C=C2)OC)C=C1 (N-[4-(tert-butyl)benzyl]-N-(4′-methoxybiphenyl-4-yl)oxamic Acid). Isolated yield 71.9%. RXN SMILES: [C:1]([C:5]1[CH:32]=[CH:31][C:8]([CH2:9][N:10]([C:17]2[CH:22]=[CH:21][C:20]([C:23]3[CH:28]=[CH:27][C:26]([O:29][CH3:30])=[CH:25][CH:24]=3)=[CH:19][CH:18]=2)[C:11](=[O:16])[C:12]([O:14]C)=[O:13])=[CH:7][CH:6]=1)([CH3:4])([CH3:3])[CH3:2].CO.[OH-].[Na+].Cl>O1CCCC1>[C:1]([C:5]1[CH:32]=[CH:31][C:8]([CH2:9][N:10]([C:17]2[CH:22]=[CH:21][C:20]([C:23]3[CH:24]=[CH:25][C:26]([O:29][CH3:30])=[CH:27][CH:28]=3)=[CH:19][CH:18]=2)[C:11](=[O:16])[C:12]([OH:14])=[O:13])=[CH:7][CH:6]=1)([CH3:4])([CH3:2])[CH3:3] |f:2.3|. Procedure details: A mixture of methyl N-[4-(tert-butyl)benzyl]-N-(4′-methoxybiphenyl-4-yl)oxamate (230 mg, 0.533 mmol), methanol (1.5 ml), 2N aqueous sodium hydroxide (0.8 ml) and tetrahydrofuran (1.5 ml) was stirred at room temperature for 10 minutes. The reaction mixture was adjusted to pH 5-6 by addition of 2N hydrochloric acid, and extracted with ethyl acetate. The organic layer was washed with saturated brine, and dried over anhydrous sodium sulfate. The solvent was evaporated under reduced pressure to give ...